Task: describe an organic reaction: reactants, conditions, products, and yield. Dataset: the Open Reaction Database (ORD), a public repository of structured organic reaction records The reactants are C(CC=C)N1CC(CC1)S(=O)(=O)C1=CC=C(C=C1)O ((RS)-4-(1-But-3-enyl-pyrrolidine-3-sulfonyl)-phenol), BrC=1C=NC=CC1 (3-bromopyridine), C(=O)([O-])[O-].[K+].[K+] (K2CO3). Run in CN(C)C=O (DMF). Reaction conditions: temperature 80 celsius, time 5 hour. The product is N1=CC(=CC=C1)C=CCCN1CC(CC1)S(=O)(=O)C1=CC=C(C=C1)O ((RS)-4-[1-(4-pyridin-3-yl-but-3-enyl)-pyrrolidine-3-sulfonyl]-phenol). The yield is 78.6%. As a reaction SMILES: [CH2:1]([N:5]1[CH2:9][CH2:8][CH:7]([S:10]([C:13]2[CH:18]=[CH:17][C:16]([OH:19])=[CH:15][CH:14]=2)(=[O:12])=[O:11])[CH2:6]1)[CH2:2][CH:3]=[CH2:4].Br[C:21]1[CH:22]=[N:23][CH:24]=[CH:25][CH:26]=1.C([O-])([O-])=O.[K+].[K+]>CN(C=O)C>[N:23]1[CH:24]=[CH:25][CH:26]=[C:21]([CH:4]=[CH:3][CH2:2][CH2:1][N:5]2[CH2:9][CH2:8][CH:7]([S:10]([C:13]3[CH:14]=[CH:15][C:16]([OH:19])=[CH:17][CH:18]=3)(=[O:12])=[O:11])[CH2:6]2)[CH:22]=1 |f:2.3.4|. Procedure details: (RS)-4-(1-But-3-enyl-pyrrolidine-3-sulfonyl)-phenol (100 mg, 0.355 mmol), 3-bromopyridine (62 mg, 0.39 mmol), PdCl2(dppf)2-dichloromethane complex (9.3 mg, 0.01 mmol), and K2CO3 (95 mg, 0.69 mmol) were suspended in DMF (1.5 ml). After 5 hours stirring at 80° C., the reaction mixture was cooled to room temperature and concentrated. The residue was chromatographed over silica gel (CH2Cl2/MeOH 97:3 then 19/1) to provide (RS)-4-[1-(4-pyridin-3-yl-but-3-enyl)-pyrrolidine-3-sulfonyl]-phenol (100 mg, 7... Reactants: C(CCC)OC=1C=C(C=CC1)C1=NC(=NC=C1)Cl (4-(3-Butoxy-phenyl)-2-chloro-pyrimidine), NCCC1=CC(=C(C=C1)O)OC (4-(2-Amino-ethyl)-2-methoxy-phenol), 394. The product is C(CCC)OC=1C=C(C=CC1)C1=NC(=NC=C1)NCCC1=CC(=C(C=C1)O)OC (4-{2-[4-(3-Butoxy-phenyl)-pyrimidin-2-ylamino]-ethyl}-2-methoxy-phenol). RXN SMILES: [CH2:1]([O:5][C:6]1[CH:7]=[C:8]([C:12]2[CH:17]=[CH:16][N:15]=[C:14](Cl)[N:13]=2)[CH:9]=[CH:10][CH:11]=1)[CH2:2][CH2:3][CH3:4].[NH2:19][CH2:20][CH2:21][C:22]1[CH:27]=[CH:26][C:25]([OH:28])=[C:24]([O:29][CH3:30])[CH:23]=1>>[CH2:1]([O:5][C:6]1[CH:7]=[C:8]([C:12]2[CH:17]=[CH:16][N:15]=[C:14]([NH:19][CH2:20][CH2:21][C:22]3[CH:27]=[CH:26][C:25]([OH:28])=[C:24]([O:29][CH3:30])[CH:23]=3)[N:13]=2)[CH:9]=[CH:10][CH:11]=1)[CH2:2][CH2:3][CH3:4]. Procedure: Intermediate 46 was coupled with 4-(2-Amino-ethyl)-2-methoxy-phenol following procedure F. LC-MS showed the product had the expected M+H+ of 394. 1H NMR (Varian 300 MHz, CDCl3, shifts relative to the solvent peak at 7.24 ppm) δ 8.3 (m, 1H) 7.6 (m, 2H) 7.35 (m, 1H) 7.0 (m, 2H) 6.85 (m, 1H) 672 (m, 2H) 5.51 (br s, 1H) 4.0 (t, 2H) 3.75 (s, 3H) 3.7 (m, 2H) 2.89 (t, 2H) 1.78 (d, 2H) 1.5 (d, 2H) (t, 3H). Starting materials: Clc1cccc(Br)c1, O=C([O-])[O-], CCOC(=O)c1[nH]ccc1N, CCO, [Cs+], [Cs+], O=C(C=Cc1ccccc1)C=Cc1ccccc1, O=C(C=Cc1ccccc1)C=Cc1ccccc1, O=C(C=Cc1ccccc1)C=Cc1ccccc1, [Pd], [Pd]. Product: CCOC(=O)c1[nH]ccc1Nc1cccc(Cl)c1. RXN SMILES: [Br:12][c:13]1[cH:14][c:15]([Cl:19])[cH:16][cH:17][cH:18]1.[C:20](=[O:21])([O-:22])[O-:23].[CH2:1]([CH3:2])[O:3][C:4](=[O:5])[c:6]1[nH:7][cH:8][cH:9][c:10]1[NH2:11].[CH3:82][CH2:83][OH:84].[Cs+:24].[Cs+:25].[O:28]=[C:29]([CH:30]=[CH:31][c:32]1[cH:33][cH:34][cH:35][cH:36][cH:37]1)[CH:38]=[CH:39][c:40]1[cH:41][cH:42][cH:43][cH:44][cH:45]1.[O:46]=[C:47]([CH:48]=[CH:49][c:50]1[cH:51][cH:52][cH:53][cH:54][cH:55]1)[CH:56]=[CH:57][c:58]1[cH:59][cH:60][cH:61][cH:62][cH:63]1.[O:64]=[C:65]([CH:66]=[CH:67][c:68]1[cH:69][cH:70][cH:71][cH:72][cH:73]1)[CH:74]=[CH:75][c:76]1[cH:77][cH:78][cH:79][cH:80][cH:81]1.[Pd:26].[Pd:27]>>[CH2:1]([CH3:2])[O:3][C:4](=[O:5])[c:6]1[nH:7][cH:8][cH:9][c:10]1[NH:11][c:13]1[cH:14][c:15]([Cl:19])[cH:16][cH:17][cH:18]1. The reactants are [N+](=O)([O-])C1=C(C(=O)O)C=C(C(=C1)[N+](=O)[O-])Cl (2,4-Dinitro-5-chlorobenzoic acid), ice, CN(C)C=O (DMF), [OH-].[NH4+] (ammonium hydroxide). The reagents and catalysts are S(=O)(Cl)Cl (thionyl chloride). Solvent: CC(=O)C (acetone). Conditions: time 30 minute. The product is [N+](=O)([O-])C1=C(C(=O)N)C=C(C(=C1)[N+](=O)[O-])Cl (2,4-Dinitro-5-chlorobenzamide). Yield: 84.0%. Reaction SMILES: [N+:1]([C:4]1[CH:12]=[C:11]([N+:13]([O-:15])=[O:14])[C:10]([Cl:16])=[CH:9][C:5]=1[C:6](O)=[O:7])([O-:3])=[O:2].C[N:18](C=O)C.[OH-].[NH4+]>S(Cl)(Cl)=O.CC(C)=O>[N+:1]([C:4]1[CH:12]=[C:11]([N+:13]([O-:15])=[O:14])[C:10]([Cl:16])=[CH:9][C:5]=1[C:6]([NH2:18])=[O:7])([O-:3])=[O:2] |f:2.3|. Procedure details: 2,4-Dinitro-5-chlorobenzoic acid (7.00 g, 28.4 mmol) was suspended in 40 mL thionyl chloride containing 3 drops of DMF. The suspension was warmed to reflux for four hours. After cooling to room temperature, solvent was removed by rotary evaporation leaving a golden yellow liquid. This was diluted with 30 mL acetone and added dropwise over 20 minutes to a 0° C. solution of 20 mL concentrated ammonium hydroxide. The reaction was stirred at 0° C. for 30 minutes, then poured into 250 g of ice. The y... Starting materials: [BH4-], COc1cccc2cc(C=O)oc12, CCO, [Na+], BrP(Br)Br. Product: COc1cccc2cc(CBr)oc12. Reaction SMILES: [BH4-:14].[CH3:1][O:2][c:3]1[cH:4][cH:5][cH:6][c:7]2[cH:8][c:9]([CH:12]=[O:13])[o:10][c:11]12.[CH3:20][CH2:21][OH:22].[Na+:15].[P:16]([Br:17])([Br:18])[Br:19]>>[CH3:1][O:2][c:3]1[cH:4][cH:5][cH:6][c:7]2[cH:8][c:9]([CH2:12][Br:17])[o:10][c:11]12. Reactants: FC(C1=CC=C(C=C1)B(O)O)(F)F (4-trifluoromethylphenylboronic acid), [F-].[Cs+] (caesium fluoride), 2-dicyclohexylphosphine 2-(N,N-dimethylamino)biphenyl, ClC1=CC=C2C(=NN(C2=C1)COCC[Si](C)(C)C)NC(CCC)=O (N-[6-chloro-1-[[2-(trimethylsilyl)-ethoxy]methyl]-1H-indazol-3-yl]butanamide). Reagents/catalysts: C(C)(=O)[O-].[Pd+2].C(C)(=O)[O-] (palladium acetate). Solvent: O1CCOCC1 (dioxane), C(C)(=O)OCC (ethyl acetate). Product: FC(C1=CC=C(C=C1)C1=CC=C2C(=NN(C2=C1)COCC[Si](C)(C)C)NC(CCC)=O)(F)F (N-[6-[4-(trifluoromethyl)phenyl]-1-[[2-(trimethylsilyl)ethoxy]methyl]-1H-indazol-3-yl]butanamide). Yield: 77.0%. As a reaction SMILES: [F:1][C:2]([F:13])([F:12])[C:3]1[CH:8]=[CH:7][C:6](B(O)O)=[CH:5][CH:4]=1.[F-].[Cs+].Cl[C:17]1[CH:25]=[C:24]2[C:20]([C:21]([NH:34][C:35](=[O:39])[CH2:36][CH2:37][CH3:38])=[N:22][N:23]2[CH2:26][O:27][CH2:28][CH2:29][Si:30]([CH3:33])([CH3:32])[CH3:31])=[CH:19][CH:18]=1>O1CCOCC1.C(OCC)(=O)C.C([O-])(=O)C.[Pd+2].C([O-])(=O)C>[F:1][C:2]([F:13])([F:12])[C:3]1[CH:8]=[CH:7][C:6]([C:17]2[CH:25]=[C:24]3[C:20]([C:21]([NH:34][C:35](=[O:39])[CH2:36][CH2:37][CH3:38])=[N:22][N:23]3[CH2:26][O:27][CH2:28][CH2:29][Si:30]([CH3:33])([CH3:31])[CH3:32])=[CH:19][CH:18]=2)=[CH:5][CH:4]=1 |f:1.2,6.7.8|. Reported procedure: 775 mg of 4-trifluoromethylphenylboronic acid, 1.24 g of caesium fluoride, 13.5 mg of palladium acetate and finally 31 mg of 2-dicyclohexylphosphine-2-(N,N-dimethylamino)biphenyl are added to 1 g of N-[6-chloro-1-[[2-(trimethylsilyl)-ethoxy]methyl]-1H-indazol-3-yl]butanamide, described in Example 25, in 30 cm3 of dioxane. The mixture is then refluxed for 18 hours, the temperature is then allowed to return to room temperature and the reaction medium is diluted with 75 cm3 of ethyl acetate, filter... The reactants are C1CCOC1, COC(=O)CC#N, Cl, NO. The product is COC(=O)CC(=N)NO. RXN SMILES: [CH2:11]1[O:12][CH2:13][CH2:14][CH2:15]1.[CH3:1][O:2][C:3]([CH2:4][C:5]#[N:6])=[O:7].[ClH:10].[OH:8][NH2:9]>>[CH3:1][O:2][C:3]([CH2:4][C:5](=[NH:6])[NH:9][OH:8])=[O:7].